describe an organic reaction: reactants, conditions, products, and yield From a dataset of the Open Reaction Database (ORD), a public repository of structured organic reaction records. Starting materials: IC1=C(C(=O)N)C(=CC(=C1C(=O)N)I)I (2,4,6-triiodoisophthalamide), C(C)(=O)OCC(=O)NC=1C(=C(C(=C(C(=O)NCC(O)CC(CO)O)C1I)I)C(=O)NCC(O)CC(CO)O)I (5-Acetoxyacetamido-N,N'-bis[(2,3-dihydroxypropyl)-2-hydroxyethyl]-2,4,6-triiodoisophthalamide), C(=O)([O-])[O-].[K+].[K+] (K2CO3), C(C)(=O)OCCBr (2-bromoethyl acetate). The solvent is CC(=O)N(C)C (DMAc). The product is OC(CC(CNC(C1=C(C(C(=O)NCC(O)CC(CO)O)=C(C(=C1I)N(C(CO)=O)CCO)I)I)=O)O)CO (N,N'-Bis[(2,3-dihydroxypropyl)-2-hydroxyethyl]-5-[N-(2-hydroxyethyl)hydroxyacetamido]-2,4,6-triiodoisophthalamide). Reaction SMILES: IC1C(C(N)=O)=C(I)C=C(I)[C:3]=1[C:4](N)=[O:5].C([O:19][CH2:20][C:21]([NH:23][C:24]1[C:25]([I:54])=[C:26]([C:43]([NH:45][CH2:46][CH:47]([CH2:49][CH:50]([OH:53])[CH2:51][OH:52])[OH:48])=[O:44])[C:27]([I:42])=[C:28]([C:40]=1[I:41])[C:29]([NH:31][CH2:32][CH:33]([CH2:35][CH:36]([OH:39])[CH2:37][OH:38])[OH:34])=[O:30])=[O:22])(=O)C.C([O-])([O-])=O.[K+].[K+].C(OCCBr)(=O)C>CC(N(C)C)=O>[OH:39][CH:36]([CH2:37][OH:38])[CH2:35][CH:33]([OH:34])[CH2:32][NH:31][C:29](=[O:30])[C:28]1[C:40]([I:41])=[C:24]([N:23]([CH2:3][CH2:4][OH:5])[C:21](=[O:22])[CH2:20][OH:19])[C:25]([I:54])=[C:26]([C:43]([NH:45][CH2:46][CH:47]([CH2:49][CH:50]([OH:53])[CH2:51][OH:52])[OH:48])=[O:44])[C:27]=1[I:42] |f:2.3.4|. Reported procedure: 5[N-(2-Acetoxyethyl)acetoxyacetamido]-N,N'-bis(2,3-dihydroxypropyl)-2-hydroxyethyl]-2,4,6-triiodoisophthalamide. 5-Acetoxyacetamido-N,N'-bis[(2,3-dihydroxypropyl)-2-hydroxyethyl]-2,4,6-triiodoisophthalamide, prepared as in Example 3, Step B, (89 g, 0.1 g-mole) is mixed with K2CO3 (27.6 g, 0.2-g mole) and 2-bromoethyl acetate (33.4 g, 0.2 g-mole) in DMAc (200 ml). The mixture is stirred at 35°-40° C. until the reaction is complete (approximately 8-12 hours). The solution is then cooled to room te... The reactants are CCO, N, [NH4+], [OH-], N#CCc1c2ccccc2cc2ccccc12. Yields the product NCCc1c2ccccc2cc2ccccc12. Reaction SMILES: [CH3:21][CH2:22][OH:23].[NH3:20].[NH4+:19].[OH-:18].[cH:1]1[cH:2][cH:3][cH:4][c:5]2[cH:6][c:7]3[cH:8][cH:9][cH:10][cH:11][c:12]3[c:13]([CH2:15][C:16]#[N:17])[c:14]12>>[cH:1]1[cH:2][cH:3][cH:4][c:5]2[cH:6][c:7]3[cH:8][cH:9][cH:10][cH:11][c:12]3[c:13]([CH2:15][CH2:16][NH2:17])[c:14]12. The reactants are [N+](=O)([O-])C1=CC=C(C(=O)O)C=C1 (4-nitrobenzoic acid), O (water), C1(CCCCC1)=NO (cyclohexanone oxime), oxime. Solvent: C(Cl)Cl (methylene chloride), C(Cl)Cl (methylene chloride). Run at time 1 hour. Yields the product N(=O)C1(CCCCC1)OCC1=CC=C(C=C1)[N+](=O)[O-] (1-Nitroso-1-para-nitrobenzoxycyclohexane). The yield is 20.0%. RXN SMILES: [C:1]1(=[N:7][OH:8])[CH2:6][CH2:5][CH2:4][CH2:3][CH2:2]1.[N+:9]([C:12]1[CH:20]=[CH:19][C:15]([C:16](O)=[O:17])=[CH:14][CH:13]=1)([O-:11])=[O:10].O>C(Cl)Cl>[N:7]([C:1]1([O:17][CH2:16][C:15]2[CH:14]=[CH:13][C:12]([N+:9]([O-:11])=[O:10])=[CH:20][CH:19]=2)[CH2:6][CH2:5][CH2:4][CH2:3][CH2:2]1)=[O:8]. Procedure details: A solution of cyclohexanone oxime (2.66 g, 23.51 mmol) in methylene chloride (50 mL) was added dropwise with stirring to a solution of LTA (10.42 g, 23.51 mmol) and 4-nitrobenzoic acid (39.29 g, 235.1 mmol) in methylene chloride (300 mL) at 0° C. A blue color gradually appeared with the addition of the oxime. After 1 h at 0. ° C., the reaction mixture was warmed to room temperature. After 3 h at room temperature, water (50 mL) was added and the organic layer was extracted with water (2×50 mL) an... Reactants: [Br-], CON(C)C(=O)C1CC(=O)N(C(C)c2ccccc2)C1, Cl, C1CCOC1, c1ccoc1, [Mg+]c1ccco1. Product: CC(c1ccccc1)N1CC(C(=O)c2ccco2)CC1=O. RXN SMILES: [Br-:1].[CH3:13][N:14]([C:15](=[O:16])[CH:17]1[CH2:18][N:19]([CH:23]([CH3:24])[c:25]2[cH:26][cH:27][cH:28][cH:29][cH:30]2)[C:20](=[O:22])[CH2:21]1)[O:31][CH3:32].[ClH:33].[O:34]1[CH2:35][CH2:36][CH2:37][CH2:38]1.[cH:8]1[cH:9][o:10][cH:11][cH:12]1.[o:2]1[c:3]([Mg+:7])[cH:4][cH:5][cH:6]1>>[o:2]1[c:3]([C:15](=[O:16])[CH:17]2[CH2:18][N:19]([CH:23]([CH3:24])[c:25]3[cH:26][cH:27][cH:28][cH:29][cH:30]3)[C:20](=[O:22])[CH2:21]2)[cH:4][cH:5][cH:6]1.